Task: describe an organic reaction: reactants, conditions, products, and yield. Dataset: the Open Reaction Database (ORD), a public repository of structured organic reaction records The reactants are CC=1C(=NOC1C1OC(C=CC1)C)C(=O)OCC (ethyl 4-methyl-5-(6-methyl-3,6-dihydro-2H-pyran-2-yl)isoxazole-3-carboxylate), [OH-].[Na+] (NaOH). The solvent is CO (MeOH), C1CCOC1 (THF). Run at time 3 hour. The product is CC=1C(=NOC1C1OC(C=CC1)C)C(=O)O (4-Methyl-5-(6-methyl-3,6-dihydro-2H-pyran-2-yl)isoxazole-3-carboxylic acid). Reaction SMILES: [CH3:1][C:2]1[C:3]([C:14]([O:16]CC)=[O:15])=[N:4][O:5][C:6]=1[CH:7]1[CH2:12][CH:11]=[CH:10][CH:9]([CH3:13])[O:8]1.[OH-].[Na+]>CO.C1COCC1>[CH3:1][C:2]1[C:3]([C:14]([OH:16])=[O:15])=[N:4][O:5][C:6]=1[CH:7]1[CH2:12][CH:11]=[CH:10][CH:9]([CH3:13])[O:8]1 |f:1.2|. Procedure details: To a solution of ethyl 4-methyl-5-(6-methyl-3,6-dihydro-2H-pyran-2-yl)isoxazole-3-carboxylate (14 mg, 0.056 mmol) in MeOH (0.2 mL) and THF (0.3 mL) was added 2M NaOH (aq) (27.9 μl, 0.056 mmol). The reaction mixture was stirred at room temperature for 3 hours. The resulting mixture was concentrated under reduced pressure and 2M NaOH (aq) (1 mL) and water (1 mL) added. The aqueous was extracted with DCM (×3) and the combined organic extracts passed through a phase separating cartridge. The eluent ... Reactants: ClC=1C=C2[C@@H](CN(CC2=C(C1)Cl)C)C1=C(C=CC=C1)N1C(CCC1=O)=O (1-[2-((R)-6,8-dichloro-2-methyl-1,2,3,4-tetrahydroisoquinolin-4-yl)phenyl]pyrrolidine-2,5-dione), [H][H] (hydrogen). The reagents and catalysts are [Pd] (palladium on activated carbon). The solvent is CO (methanol). Run at time 8 hour. The product is Cl.CN1CC2=CC=CC=C2[C@@H](C1)C1=C(C=CC=C1)N1C(CCC1=O)=O (1-[2-((R)-2-Methyl-1,2,3,4-tetrahydroisoquinolin-4-yl)phenyl]pyrrolidine-2,5-dione hydrochloride). The yield is 16.0%. Reaction SMILES: [Cl:1][C:2]1[CH:3]=[C:4]2[C:9](=[C:10](Cl)[CH:11]=1)[CH2:8][N:7]([CH3:13])[CH2:6][C@H:5]2[C:14]1[CH:19]=[CH:18][CH:17]=[CH:16][C:15]=1[N:20]1[C:24](=[O:25])[CH2:23][CH2:22][C:21]1=[O:26].[H][H]>[Pd].CO>[ClH:1].[CH3:13][N:7]1[CH2:6][C@@H:5]([C:14]2[CH:19]=[CH:18][CH:17]=[CH:16][C:15]=2[N:20]2[C:21](=[O:26])[CH2:22][CH2:23][C:24]2=[O:25])[C:4]2[C:9](=[CH:10][CH:11]=[CH:2][CH:3]=2)[CH2:8]1 |f:4.5|. Procedure details: In a hydrogenation apparatus, a spatula-tip of palladium on activated carbon (5%) was added to a solution of 1-[2-((R)-6,8-dichloro-2-methyl-1,2,3,4-tetrahydroisoquinolin-4-yl)phenyl]pyrrolidine-2,5-dione (68 mg, example 7) in methanol (15 ml), and, after application of a hydrogen atmosphere, agitated for 2 h. After the hydrogen had been removed, the apparatus was left to stand under argon overnight, and then the catalyst was filtered off and washed with methanol. The filtrate was concentrated t... Starting materials: BrC1=CSC=C1 (3-bromothiophene), O (water), ice, Cl (hydrochloric acid), COC1=CC=C(C(=O)Cl)C=C1 (4-methoxybenzoyl chloride). The reagents and catalysts are [Ti](Cl)(Cl)(Cl)Cl (titanium tetrachloride). The solvent is ClCCl (dichloromethane), ClCCl (dichloromethane), ClCCl (dichloromethane). Conditions: time 1 hour. Yields the product BrC1=C(SC=C1)C(=O)C1=CC=C(C=C1)OC ((3-bromo-thiophen-2-yl)-(4-methoxy-phenyl)-methanone). The yield is 53.9%. Reaction SMILES: [Br:1][C:2]1[CH:6]=[CH:5][S:4][CH:3]=1.[CH3:7][O:8][C:9]1[CH:17]=[CH:16][C:12]([C:13](Cl)=[O:14])=[CH:11][CH:10]=1.Cl.O>ClCCl.[Ti](Cl)(Cl)(Cl)Cl>[Br:1][C:2]1[CH:6]=[CH:5][S:4][C:3]=1[C:13]([C:12]1[CH:16]=[CH:17][C:9]([O:8][CH3:7])=[CH:10][CH:11]=1)=[O:14]. Reported procedure: Treat a stirred, chilled (0° C.) solution of 3-bromothiophene (20 g, 0.123 mol) and dichloromethane (150 mL) with titanium tetrachloride in dichloromethane (184 mL, 1.0M) at such a rate as to maintain the temperature below 5° C. Add dropwise a solution of 4-methoxybenzoyl chloride (20.9 g, 0.123 mol) and dichloromethane (75 mL) at such a rate as to maintain the temperature below 5° C. Stir one hour at 0–5° C., then quench the reaction by addition of ice (100 mL) and 6N hydrochloric acid at such ... Reactants: CC(C)([O-])C.[Na+] (sodium tert-butoxide), C1=CC=C(C=C1)P(C2=CC=CC=C2)C3=C(C4=CC=CC=C4C=C3)C5=C(C=CC6=CC=CC=C65)P(C7=CC=CC=C7)C8=CC=CC=C8 ((S)-BINAP), NC1=NC=CC(=N1)C1=CN=C2N1C=CC=C2 (2-amino-4-(imidazo[1,2-a]pyridin-3-yl)pyrimidine), BrC1=CC=C(C(=O)C2=CC=C(C=C2)N2CCOCC2)C=C1 (4-bromo-4′-morpholinobenzophenone). The reagents and catalysts are C(C)(=O)[O-].[Pd+2].C(C)(=O)[O-] (palladium acetate). The solvent is C1(=CC=CC=C1)C (toluene), C1(=CC=CC=C1)C (toluene). Conditions: time 0.5 hour. Product: O1CCN(CC1)C1=CC=C(C(=O)C2=CC=C(NC3=NC=CC(=N3)C3=CN=C4N3C=CC=C4)C=C2)C=C1 (2-[4-(4-Morpholinobenzoyl)anilino]-4-(imidazo-[1,2-a]-pyridin-3-yl)pyrimidine). The yield is 22.8%. As a reaction SMILES: CC(C)([O-])C.[Na+].C1C=CC(P(C2C=CC3C(=CC=CC=3)C=2C2C3C(=CC=CC=3)C=CC=2P(C2C=CC=CC=2)C2C=CC=CC=2)C2C=CC=CC=2)=CC=1.[NH2:53][C:54]1[N:59]=[C:58]([C:60]2[N:64]3[CH:65]=[CH:66][CH:67]=[CH:68][C:63]3=[N:62][CH:61]=2)[CH:57]=[CH:56][N:55]=1.Br[C:70]1[CH:89]=[CH:88][C:73]([C:74]([C:76]2[CH:81]=[CH:80][C:79]([N:82]3[CH2:87][CH2:86][O:85][CH2:84][CH2:83]3)=[CH:78][CH:77]=2)=[O:75])=[CH:72][CH:71]=1>C1(C)C=CC=CC=1.C([O-])(=O)C.[Pd+2].C([O-])(=O)C>[O:85]1[CH2:84][CH2:83][N:82]([C:79]2[CH:78]=[CH:77][C:76]([C:74]([C:73]3[CH:88]=[CH:89][C:70]([NH:53][C:54]4[N:59]=[C:58]([C:60]5[N:64]6[CH:65]=[CH:66][CH:67]=[CH:68][C:63]6=[N:62][CH:61]=5)[CH:57]=[CH:56][N:55]=4)=[CH:71][CH:72]=3)=[O:75])=[CH:81][CH:80]=2)[CH2:87][CH2:86]1 |f:0.1,6.7.8|. Procedure: A mixture of sodium tert-butoxide (31 mg, 0.32 mmol), palladium acetate (3 mg, 0.013 mmol), and (S)-BINAP (11 mg, 0.018 mmol) in toluene (2 mL) was stirred at room temperature for 0.5 h. A warm suspension of 2-amino-4-(imidazo[1,2-a]pyridin-3-yl)pyrimidine (58 mg, 0.27 mmol) in toluene (4 mL) and 4-bromo-4′-morpholinobenzophenone (79 mg, 0.23 mmol) was added, and the mixture was heated at 100° C. for 4 h. The solvent was removed in vacuo, and the residue was partitioned between dichloromethane a... The reactants are CCOC(=O)c1cc(CC(C)c2ccccc2)[nH]n1, CO, [Na+], [OH-]. The product is CC(Cc1cc(C(=O)O)n[nH]1)c1ccccc1. As a reaction SMILES: [CH2:3]([CH3:4])[O:5][C:6](=[O:7])[c:8]1[n:9][nH:10][c:11]([CH2:13][CH:14]([CH3:15])[c:16]2[cH:17][cH:18][cH:19][cH:20][cH:21]2)[cH:12]1.[CH3:22][OH:23].[Na+:2].[OH-:1]>>[O:5]=[C:6]([OH:7])[c:8]1[n:9][nH:10][c:11]([CH2:13][CH:14]([CH3:15])[c:16]2[cH:17][cH:18][cH:19][cH:20][cH:21]2)[cH:12]1.